From a dataset of the Open Reaction Database (ORD), a public repository of structured organic reaction records. describe an organic reaction: reactants, conditions, products, and yield Starting materials: C(C)(=O)O (Acetic acid), [N+](=O)([O-])C=1C=C(C=CC1)S(=O)(=O)[O-].[Na+] (Sodium 3-nitrobenzenesulphonate), OC1=C(C=CC=C1)C=1CCC(NN1)=O (6-(2-hydroxyphenyl)-4,5-dihydro-3(2H)pyridazinone), [OH-].[Na+] (sodium hydroxide). The solvent is O (water). Yields the product OC1=C(C=CC=C1)C=1C=CC(NN1)=O (6-(2-hydroxyphenyl)-3(2H)-pyridazinone). Yield: 82.9%. As a reaction SMILES: [N+](C1C=C(S([O-])(=O)=O)C=CC=1)([O-])=O.[Na+].[OH:15][C:16]1[CH:21]=[CH:20][CH:19]=[CH:18][C:17]=1[C:22]1[CH2:23][CH2:24][C:25](=[O:28])[NH:26][N:27]=1.[OH-].[Na+].C(O)(=O)C>O>[OH:15][C:16]1[CH:21]=[CH:20][CH:19]=[CH:18][C:17]=1[C:22]1[CH:23]=[CH:24][C:25](=[O:28])[NH:26][N:27]=1 |f:0.1,3.4|. Procedure details: Sodium 3-nitrobenzenesulphonate (2.96 g) and 6-(2-hydroxyphenyl)-4,5-dihydro-3(2H)pyridazinone (2.5 g) were added to a stirred solution of sodium hydroxide (1.31 g) in water (25 ml) and the mixture was heated under reflux for 2.5 hours. Acetic acid was added to the warm stirred solution until there was no further precipitation and the mixture was pH 9. The mixture was filtered to give 6-(2-hydroxyphenyl)-3(2H)-pyridazinone (2.05 g) m.p. 287°-292°. A sample recrystallised from 2-methoxyethanol ha...